Dataset: the Open Reaction Database (ORD), a public repository of structured organic reaction records. Task: describe an organic reaction: reactants, conditions, products, and yield Reactants: OCCCC12CC(c3ccccc31)c1ccccc12, O=S(Cl)Cl, c1ccccc1. Product: ClCCCC12CC(c3ccccc31)c1ccccc12. RXN SMILES: [OH:1][CH2:2][CH2:3][CH2:4][C:5]12[c:6]3[cH:7][cH:8][cH:9][cH:10][c:11]3[CH:12]([c:13]3[cH:14][cH:15][cH:16][cH:17][c:18]31)[CH2:19]2.[S:20]([Cl:21])([Cl:22])=[O:23].[cH:24]1[cH:25][cH:26][cH:27][cH:28][cH:29]1>>[CH2:2]([CH2:3][CH2:4][C:5]12[c:6]3[cH:7][cH:8][cH:9][cH:10][c:11]3[CH:12]([c:13]3[cH:14][cH:15][cH:16][cH:17][c:18]31)[CH2:19]2)[Cl:22].